describe an organic reaction: reactants, conditions, products, and yield From a dataset of the Open Reaction Database (ORD), a public repository of structured organic reaction records. The reactants are [H-].[Na+] (sodium hydride), C(CCC)C=1C(N(C2=NC=CC=C2C1OCCO)C1=CC=CC=C1)=O (3-(n-Butyl)-4-(2-hydroxyethoxy)-1-phenyl-1,8-naphthyridin-2(1H)one), BrCCO (2-bromoethanol). The solvent is O1CCOCC1 (dioxane). Product: C(CCC)C=1C(N(C2=NC=CC=C2C1OCCOCCO)C1=CC=CC=C1)=O (3-(n-Butyl)-4-[ 2-(2-hydroxyethoxy)ethoxy]-1-phenyl-1,8-naphthyridin-2(1H)one). As a reaction SMILES: [CH2:1]([C:5]1[C:6](=[O:25])[N:7]([C:19]2[CH:24]=[CH:23][CH:22]=[CH:21][CH:20]=2)[C:8]2[C:13]([C:14]=1[O:15][CH2:16][CH2:17][OH:18])=[CH:12][CH:11]=[CH:10][N:9]=2)[CH2:2][CH2:3][CH3:4].[H-].[Na+].Br[CH2:29][CH2:30][OH:31]>O1CCOCC1>[CH2:1]([C:5]1[C:6](=[O:25])[N:7]([C:19]2[CH:20]=[CH:21][CH:22]=[CH:23][CH:24]=2)[C:8]2[C:13]([C:14]=1[O:15][CH2:16][CH2:17][O:18][CH2:29][CH2:30][OH:31])=[CH:12][CH:11]=[CH:10][N:9]=2)[CH2:2][CH2:3][CH3:4] |f:1.2|. Reported procedure: To a mixture of 6.8 g. of 3-(n-Butyl)-4-(2-hydroxyethoxy)-1-phenyl-1,8-naphthyridin-2(1H)one and 150 ml of anhydrous dioxane is added 0.8 g. of sodium hydride (60% oil dispersion) with stirring. The reaction mixture is stirred and warmed on a steam bath for 30 minutes, followed by dropwise addition of 2.6 g. of 95% 2-bromoethanol. The reaction mixture is stirred and refluxed for 24 hours, the solvent is removed in vacuo and the residual solid is dissolved in chloroform. The chloroform solution i... Product: O=C1NCN(c2ccc(F)cc2)C12CCN(CCCn1c(=O)[nH]c3ccccc31)CC2. Reactants: CC(=O)CC(C)C, O=c1[nH]c2ccccc2n1CCCCl, O=C1NCN(c2ccc(F)cc2)C12CCNCC2, [I-], [K+], [Na+], [Na+], O=C([O-])[O-]. Reaction SMILES: [CH3:41][CH:42]([CH3:43])[CH2:44][C:45](=[O:46])[CH3:47].[Cl:1][CH2:2][CH2:3][CH2:4][n:5]1[c:6](=[O:14])[nH:7][c:8]2[c:9]1[cH:10][cH:11][cH:12][cH:13]2.[F:15][c:16]1[cH:17][cH:18][c:19]([N:22]2[CH2:23][NH:24][C:25](=[O:32])[C:26]23[CH2:27][CH2:28][NH:29][CH2:30][CH2:31]3)[cH:20][cH:21]1.[I-:40].[K+:39].[Na+:33].[Na+:34].[O-:35][C:36](=[O:37])[O-:38]>>[CH2:2]([CH2:3][CH2:4][n:5]1[c:6](=[O:14])[nH:7][c:8]2[c:9]1[cH:10][cH:11][cH:12][cH:13]2)[N:29]1[CH2:28][CH2:27][C:26]2([N:22]([c:19]3[cH:18][cH:17][c:16]([F:15])[cH:21][cH:20]3)[CH2:23][NH:24][C:25]2=[O:32])[CH2:31][CH2:30]1. The reactants are N#CC(Br)CCC(F)(F)C(F)(F)F, C[O-], CO, Cl, [O-]C(=[SH]CCC(F)(F)F)c1ccccc1, [Na+], C1CCOC1. Product: N#CC(CCC(F)(F)C(F)(F)F)S(=O)CCC(F)(F)F. Reaction SMILES: [Br:19][CH:20]([C:21]#[N:22])[CH2:23][CH2:24][C:25]([C:26]([F:27])([F:28])[F:29])([F:30])[F:31].[CH3:16][O-:17].[CH3:33][OH:34].[ClH:32].[F:1][C:2]([CH2:3][CH2:4][SH:5]=[C:6]([c:7]1[cH:8][cH:9][cH:10][cH:11][cH:12]1)[O-:13])([F:14])[F:15].[Na+:18].[O:35]1[CH2:36][CH2:37][CH2:38][CH2:39]1>>[F:1][C:2]([CH2:3][CH2:4][S:5](=[O:17])[CH:20]([C:21]#[N:22])[CH2:23][CH2:24][C:25]([C:26]([F:27])([F:28])[F:29])([F:30])[F:31])([F:14])[F:15]. Reactants: [OH-].[Na+] (sodium hydroxide), C(CCC(=O)OCC)(=O)OCC (diethyl succinate), C1(=CC=CC2=CC=CC=C12)C=O (1-naphthaldehyde), [H-].[Na+] (sodium hydride). The solvent is C(C)O (ethanol). Yields the product C1(=CC=CC2=CC=CC=C12)C=C(C(=O)O)CC(=O)O (2-(1-naphthylmethylene)succinic acid). Yield: 55.8%. RXN SMILES: [C:1]([O:10]CC)(=[O:9])[CH2:2][CH2:3][C:4]([O:6]CC)=[O:5].[C:13]1([CH:23]=O)[C:22]2[C:17](=[CH:18][CH:19]=[CH:20][CH:21]=2)[CH:16]=[CH:15][CH:14]=1.[H-].[Na+].[OH-].[Na+]>C(O)C>[C:13]1([CH:23]=[C:3]([CH2:2][C:1]([OH:10])=[O:9])[C:4]([OH:6])=[O:5])[C:22]2[C:17](=[CH:18][CH:19]=[CH:20][CH:21]=2)[CH:16]=[CH:15][CH:14]=1 |f:2.3,4.5|. Procedure: To a solution of 32.3 g of diethyl succinate and 29.0 g of 1-naphthaldehyde in 100 ml of absolute ethanol was added 10.7 g of sodium hydride (50% dispersion in mineral oil) under ice-cooling, and then the mixture was heated under reflux for 0.5 hours. To the reaction was added 230 ml of 1N-aqueous sodium hydroxide solution, and the mixture was heated under reflux for 1 hour. The reaction mixture was evaporated under reduced pressure, and water was added to the residue. The mixture was extracted ... The reactants are CC1(C)OB(c2ccc(OCCN(CC(F)(F)F)c3ccc(C#N)c(C(F)(F)F)c3)cc2)OC1(C)C, Ic1ncco1, c1ccc(P(c2ccccc2)(c2ccccc2)[Pd](P(c2ccccc2)(c2ccccc2)c2ccccc2)(P(c2ccccc2)(c2ccccc2)c2ccccc2)P(c2ccccc2)(c2ccccc2)c2ccccc2)cc1. Product: N#Cc1ccc(N(CCOc2ccc(-c3ncco3)cc2)CC(F)(F)F)cc1C(F)(F)F. As a reaction SMILES: [CH3:1][C:2]1([CH3:3])[C:4]([CH3:5])([CH3:6])[O:7][B:8]([c:9]2[cH:10][cH:11][c:12]([O:15][CH2:16][CH2:17][N:18]([c:19]3[cH:20][c:21]([C:27]([F:28])([F:29])[F:30])[c:22]([C:23]#[N:24])[cH:25][cH:26]3)[CH2:31][C:32]([F:33])([F:34])[F:35])[cH:13][cH:14]2)[O:36]1.[I:37][c:38]1[o:39][cH:40][cH:41][n:42]1.[cH:43]1[cH:44][cH:45][c:46]([P:47]([Pd:48]([P:49]([c:50]2[cH:51][cH:52][cH:53][cH:54][cH:55]2)([c:56]2[cH:57][cH:58][cH:59][cH:60][cH:61]2)[c:62]2[cH:63][cH:64][cH:65][cH:66][cH:67]2)([P:68]([c:69]2[cH:70][cH:71][cH:72][cH:73][cH:74]2)([c:75]2[cH:76][cH:77][cH:78][cH:79][cH:80]2)[c:81]2[cH:82][cH:83][cH:84][cH:85][cH:86]2)[P:87]([c:88]2[cH:89][cH:90][cH:91][cH:92][cH:93]2)([c:94]2[cH:95][cH:96][cH:97][cH:98][cH:99]2)[c:100]2[cH:101][cH:102][cH:103][cH:104][cH:105]2)([c:106]2[cH:107][cH:108][cH:109][cH:110][cH:111]2)[c:112]2[cH:113][cH:114][cH:115][cH:116][cH:117]2)[cH:118][cH:119]1>>[c:9]1(-[c:38]2[o:39][cH:40][cH:41][n:42]2)[cH:10][cH:11][c:12]([O:15][CH2:16][CH2:17][N:18]([c:19]2[cH:20][c:21]([C:27]([F:28])([F:29])[F:30])[c:22]([C:23]#[N:24])[cH:25][cH:26]2)[CH2:31][C:32]([F:33])([F:34])[F:35])[cH:13][cH:14]1. Reaction SMILES: [CH2:1]([NH2:8])[C:2]1[CH:7]=[CH:6][CH:5]=[CH:4][CH:3]=1.Cl.Cl.[CH2:11]([N:13]([CH2:35][CH3:36])[CH2:14][CH:15]([N:17]1[C:30]2[CH:29]=[C:28]([C:31](=[NH:34])OC)[CH:27]=[CH:26][C:25]=2[S:24][C:23]2[C:18]1=[CH:19][CH:20]=[CH:21][CH:22]=2)[CH3:16])[CH3:12].O>CO>[CH2:1]([NH:8][C:31]([C:28]1[CH:27]=[CH:26][C:25]2[S:24][C:23]3[C:18](=[CH:19][CH:20]=[CH:21][CH:22]=3)[N:17]([CH:15]([CH3:16])[CH2:14][N:13]([CH2:35][CH3:36])[CH2:11][CH3:12])[C:30]=2[CH:29]=1)=[NH:34])[C:2]1[CH:7]=[CH:6][CH:5]=[CH:4][CH:3]=1 |f:1.2.3|. The reactants are Cl.Cl.C(C)N(CC(C)N1C2=CC=CC=C2SC=2C=CC(=CC12)C(OC)=N)CC (methyl 10-[(2RS)-1-diethylamino-2-propyl]-2-phenothiazinecarboximidate dihydrochloride), C(C1=CC=CC=C1)N (benzylamine), O (water). Run at temperature 5 celsius, time 2 hour. Yields the product C(C1=CC=CC=C1)NC(=N)C1=CC=2N(C3=CC=CC=C3SC2C=C1)C(CN(CC)CC)C (N-benzyl-10-[ (2RS)-1-diethylamino-2-propyl]-2-phenothiazinecarboxamidine). Solvent: CO (methanol), CO (methanol). Procedure details: A solution of benzylamine (3.18 cc) in methanol (5 cc) is added dropwise in the course of 5 minutes to a solution, cooled to 0°-5° C., of methyl 10-[(2RS)-1-diethylamino-2-propyl]-2-phenothiazinecarboximidate dihydrochloride (3.49 g) in methanol (21 cc). The mixture is stirred for 2 hours at 5° C. and is then concentrated to dryness at 50° C. under reduced pressure (30 mm Hg; 4 kPa) to give a residue which is taken up with distilled water (50 cc). The solution is washed with distilled water (50 ... Reactants: CC(C)(C#C)O (2-methylbut-3-yn-2-ol), [Li]CCCC (n-BuLi), CON(C(C1=CC=C(C=C1)OC)=O)C (N,4-dimethoxy-N-methylbenzamide). The solvent is C1CCOC1 (THF), C1CCOC1 (THF). Run at temperature -20 celsius, time 30 minute. Yields the product OC(C#CC(=O)C1=CC=C(C=C1)OC)(C)C (4-hydroxy-1-(4-methoxyphenyl)-4-methylpent-2-yn-1-one). The yield is 80.5%. RXN SMILES: [CH3:1][C:2]([OH:6])([C:4]#[CH:5])[CH3:3].[Li]CCCC.CON(C)[C:15](=[O:24])[C:16]1[CH:21]=[CH:20][C:19]([O:22][CH3:23])=[CH:18][CH:17]=1>C1COCC1>[OH:6][C:2]([CH3:3])([CH3:1])[C:4]#[C:5][C:15]([C:16]1[CH:21]=[CH:20][C:19]([O:22][CH3:23])=[CH:18][CH:17]=1)=[O:24]. Reported procedure: To a stirred solution of 2-methylbut-3-yn-2-ol (2.15 g, 25.6 mmol) in dry THF (80 mL) was added n-BuLi (24.0 mL, 38.7 mmol, 1.6 M in hexane) drop wise at −20° C. under an inert atmosphere for a period of 10 min. After being stirred for 30 min at −20° C., a solution of N,4-dimethoxy-N-methylbenzamide (2.5 g, 12.8 mmol) in dry THF (10 mL) was added to reaction mixture and stirring was continued for an additional 3 h at −20° C. The reaction mixture was quenched with a saturated NH4Cl solution and e... The reactants are CCO, CC1CC(C)(C)NC2CCCCC12, CCC1CO1. Product: CCC(O)CN1C2CCCCC2C(C)CC1(C)C. Reaction SMILES: [CH3:19][CH2:20][OH:21].[CH3:1][C:2]1([CH3:13])[NH:3][CH:4]2[CH2:5][CH2:6][CH2:7][CH2:8][CH:9]2[CH:10]([CH3:12])[CH2:11]1.[O:14]1[CH2:15][CH:16]1[CH2:17][CH3:18]>>[CH3:1][C:2]1([CH3:13])[N:3]([CH2:15][CH:16]([OH:14])[CH2:17][CH3:18])[CH:4]2[CH2:5][CH2:6][CH2:7][CH2:8][CH:9]2[CH:10]([CH3:12])[CH2:11]1. Starting materials: BrCC1=C(C=CC(=C1)F)C(C[C@]1(OC1)C(F)(F)F)(C)C ((R)-2-[2-(2-bromomethyl-4-fluorophenyl)-2-methylpropyl]-2-trifluoromethyloxirane), C(C)(=O)[O-].[Na+] (sodium acetate), C([O-])(O)=O.[Na+] (sodium bicarbonate). Run in CN(C)C=O (DMF). Conditions: temperature 45 celsius. The product is CC(C[C@]1(OC1)C(F)(F)F)(C)C1=C(COC(C)=O)C=C(C=C1)F (acetic acid 2-[1,1-dimethyl-2-((R)-2-trifluoromethyloxiranyl)ethyl]-5-fluorobenzyl ester). The yield is 255.1%. As a reaction SMILES: Br[CH2:2][C:3]1[CH:8]=[C:7]([F:9])[CH:6]=[CH:5][C:4]=1[C:10]([CH3:20])([CH3:19])[CH2:11][C@:12]1([C:15]([F:18])([F:17])[F:16])[CH2:14][O:13]1.[C:21]([O-:24])(=[O:23])[CH3:22].[Na+].C(=O)(O)[O-].[Na+]>CN(C=O)C>[CH3:19][C:10]([C:4]1[CH:5]=[CH:6][C:7]([F:9])=[CH:8][C:3]=1[CH2:2][O:24][C:21](=[O:23])[CH3:22])([CH3:20])[CH2:11][C@:12]1([C:15]([F:18])([F:17])[F:16])[CH2:14][O:13]1 |f:1.2,3.4|. Reported procedure: To 48 g (0.087 mol) of (R)-2-[2-(2-bromomethyl-4-fluorophenyl)-2-methylpropyl]-2-trifluoromethyloxirane in 1.3 L of DMF was added 36 g of sodium acetate (0.439 mol). The mixture was heated at 45° C. for 3 hours. The mixture was then cooled to room temperature and poured into 1.3 L of saturated aqueous sodium bicarbonate solution and extracted with 1800 mL of diethyl ether. The aqueous phase was filtered to remove a solid residue. The solid was washed with 1.3 L of diethyl ether. The organic phas...